Dataset: the Open Reaction Database (ORD), a public repository of structured organic reaction records. Task: describe an organic reaction: reactants, conditions, products, and yield The reactants are C1(CC1)NC1=NC(=NC=2N1N=CC2\C=C/2\C(NC(N2)=O)=O)S(=O)(=O)C ((Z)-5-((4-(cyclopropylamino)-2-(methylsulfonyl)pyrazolo[1,5-a][1,3,5]triazin-8-yl)methylene)imidazolidine-2,4-dione), C1(CC1)NC1=NC(=NC=2N1N=CC2\C=C/2\C(NC(N2)=O)=O)S(=O)C ((Z)-5-((4-(cyclopropylamino)-2-(methylsulfinyl)pyrazolo[1,5-a][1,3,5]triazin-8-yl)methylene)imidazolidine-2,4-dione), CC=1C=C(C=CC1C)CN ((3,4-dimethylphenyl)methanamine). Solvent: CN1CCCC1=O (NMP), CN1CCCC1=O (NMP), CN1CCCC1=O (NMP). Conditions: temperature 80 celsius. Yields the product C1(CC1)NC1=NC(=NC=2N1N=CC2\C=C/2\C(NC(N2)=O)=O)NCC2=CC(=C(C=C2)C)C ((Z)-5-((4-(cyclopropylamino)-2-(3,4-dimethylbenzylamino)pyrazolo[1,5-a][1,3,5]triazin-8-yl)methylene)imidazolidine-2,4-dione). As a reaction SMILES: [CH3:1][C:2]1[CH:3]=[C:4]([CH2:9][NH2:10])[CH:5]=[CH:6][C:7]=1[CH3:8].[CH:11]1([NH:14][C:15]2[N:20]3[N:21]=[CH:22][C:23](/[CH:24]=[C:25]4/[C:26](=[O:31])[NH:27][C:28](=[O:30])[NH:29]/4)=[C:19]3[N:18]=[C:17](S(C)(=O)=O)[N:16]=2)[CH2:13][CH2:12]1.C1(NC2N3N=CC(/C=C4/C(=O)NC(=O)N/4)=C3N=C(S(C)=O)N=2)CC1>CN1C(=O)CCC1>[CH:11]1([NH:14][C:15]2[N:20]3[N:21]=[CH:22][C:23](/[CH:24]=[C:25]4/[C:26](=[O:31])[NH:27][C:28](=[O:30])[NH:29]/4)=[C:19]3[N:18]=[C:17]([NH:10][CH2:9][C:4]3[CH:5]=[CH:6][C:7]([CH3:8])=[C:2]([CH3:1])[CH:3]=3)[N:16]=2)[CH2:12][CH2:13]1. Reported procedure: A solution of (3,4-dimethylphenyl)methanamine in NMP (106 μl, 0.4 M, 1.5 eq, 0.042 mmol) was transferred in a glass reaction vial. A solution of a (1:1) mixture of (Z)-5-((4-(cyclopropylamino)-2-(methylsulfonyl)pyrazolo[1,5-a][1,3,5]triazin-8-yl)methylene)imidazolidine-2,4-dione and (Z)-5-((4-(cyclopropylamino)-2-(methylsulfinyl)pyrazolo[1,5-a][1,3,5]triazin-8-yl)methylene)imidazolidine-2,4-dione in NMP (100 μl, 0.282M, 1.0 eq, 0.0282 mmol) was added. The mixture was heated at 80° C. for 5 hours... Reactants: CC(C)N(C)C(=O)CCc1ccc(N2CC(=O)N(CC[Si](C)(C)C)S2(=O)=O)c(OCc2ccccc2)c1, CCCC[N+](CCCC)(CCCC)CCCC, C1CCOC1, CCOC(C)=O, Cl, [F-]. The product is CC(C)N(C)C(=O)CCc1ccc(N2CC(=O)NS2(=O)=O)c(OCc2ccccc2)c1. RXN SMILES: [CH2:1]([c:2]1[cH:3][cH:4][cH:5][cH:6][cH:7]1)[O:8][c:9]1[cH:10][c:11]([CH2:29][CH2:30][C:31](=[O:32])[N:33]([CH3:34])[CH:35]([CH3:36])[CH3:37])[cH:12][cH:13][c:14]1[N:15]1[S:16](=[O:27])(=[O:28])[N:17]([CH2:21][CH2:22][Si:23]([CH3:24])([CH3:25])[CH3:26])[C:18](=[O:20])[CH2:19]1.[CH2:39]([N+:40]([CH2:41][CH2:42][CH2:43][CH3:44])([CH2:45][CH2:46][CH2:47][CH3:48])[CH2:49][CH2:50][CH2:51][CH3:52])[CH2:53][CH2:54][CH3:55].[CH2:63]1[O:64][CH2:65][CH2:66][CH2:67]1.[CH3:57][CH2:58][O:59][C:60]([CH3:61])=[O:62].[ClH:56].[F-:38]>>[CH2:1]([c:2]1[cH:3][cH:4][cH:5][cH:6][cH:7]1)[O:8][c:9]1[cH:10][c:11]([CH2:29][CH2:30][C:31](=[O:32])[N:33]([CH3:34])[CH:35]([CH3:36])[CH3:37])[cH:12][cH:13][c:14]1[N:15]1[S:16](=[O:27])(=[O:28])[NH:17][C:18](=[O:20])[CH2:19]1. As a reaction SMILES: [C:28](=[O:29])([O-:30])[OH:31].[CH3:1][O:2][CH2:3][CH2:4][O:5][CH2:6][C:7](=[O:8])[Cl:9].[CH3:21][N:22]1[CH2:23][CH2:24][O:25][CH2:26][CH2:27]1.[CH3:36][CH2:37][O:38][CH2:39][CH3:40].[Cl:10][c:11]1[n:12][cH:13][c:14]([C:15](=[O:16])[NH:17][NH2:18])[cH:19][cH:20]1.[Cl:33][CH2:34][Cl:35].[Na+:32]>>[CH3:1][O:2][CH2:3][CH2:4][O:5][CH2:6][C:7](=[O:8])[NH:18][NH:17][C:15]([c:14]1[cH:13][n:12][c:11]([Cl:10])[cH:20][cH:19]1)=[O:16]. Product: COCCOCC(=O)NNC(=O)c1ccc(Cl)nc1. Reactants: O=C([O-])O, COCCOCC(=O)Cl, CN1CCOCC1, CCOCC, NNC(=O)c1ccc(Cl)nc1, ClCCl, [Na+]. Starting materials: C(C)O[Si](OCC)(OCC)C12C=CC(CC1)C2 (Triethoxysilyl Norbornene), C(C)O[Si](OCC)(OCC)C12C=CC(CC1)C2 (TESNB), ( 85/15 ), C(C)[SiH](CC)CC (triethyl silane), C(C)O (ethanol). Run in C1(=CC=CC=C1)C (toluene), C1(=CC=CC=C1)C (toluene), C1CCOC1 (THF), ClCCl (dichloromethane). Conditions: temperature 80 celsius. The product is C(CCC)C12C=CC(CC1)C2.C(C)O[Si](OCC)(OCC)C12C=CC(CC1)C2 (Butyl Norbornene Triethoxysilyl Norbornene). RXN SMILES: [CH2:1]([O:3][Si:4]([C:11]12[CH2:17][CH:14]([CH2:15][CH2:16]1)[CH:13]=[CH:12]2)([O:8][CH2:9][CH3:10])[O:5][CH2:6][CH3:7])[CH3:2].C([SiH]([CH2:23][CH3:24])CC)C.[CH2:25](O)[CH3:26]>ClCCl.C1COCC1.C1(C)C=CC=CC=1>[CH2:25]([C:11]12[CH2:17][CH:14]([CH2:15][CH2:16]1)[CH:13]=[CH:12]2)[CH2:26][CH2:23][CH3:24].[CH2:6]([O:5][Si:4]([C:11]12[CH2:17][CH:14]([CH2:15][CH2:16]1)[CH:13]=[CH:12]2)([O:8][CH2:9][CH3:10])[O:3][CH2:1][CH3:2])[CH3:7] |f:6.7|. Procedure: BuNB (25.22 g, 0.168 mol), Triethoxysilyl Norbornene (TESNB, CAS 18401-43-9) (4.78 g, 0.019 mol), triethyl silane (0.011 g, 9.32E-05 mol), ethanol (0.10 g, 224E-03 mol) and toluene (170.0 g) were combined in a 500 mL serum bottle and heated to 80° C. in an oil bath to form a solution. To this solution were injected Pdl 206 (0.018 g, 1.49E-05 mol) in the form of a concentrated solution in dichloromethane. After addition, the resulting mixture was maintained at 80° C. for 9 hours. The copolymer wa... Reactants: BrN1C(CCC1=O)=O (N-bromosuccinimide), C(C1=CC=CC=C1)(=O)OOC(C1=CC=CC=C1)=O (benzoyl peroxide), FC1=C(C2=CC=C(C(=C2C=C1)C(F)(F)F)OC)C (2-fluoro-6-methoxy-1-methyl-5-(trifluoromethyl)naphthalene). Solvent: C(Cl)(Cl)(Cl)Cl (carbontetrachloride). Conditions: time 1.5 hour. The product is BrCC1=C(C=CC2=C(C(=CC=C12)OC)C(F)(F)F)F (1-Bromomethyl-2-fluoro-6-methoxy-5-(trifluoromethyl)naphthalene). As a reaction SMILES: [Br:1]N1C(=O)CCC1=O.C(OOC(=O)C1C=CC=CC=1)(=O)C1C=CC=CC=1.[F:27][C:28]1[CH:37]=[CH:36][C:35]2[C:30](=[CH:31][CH:32]=[C:33]([O:42][CH3:43])[C:34]=2[C:38]([F:41])([F:40])[F:39])[C:29]=1[CH3:44]>C(Cl)(Cl)(Cl)Cl>[Br:1][CH2:44][C:29]1[C:30]2[C:35](=[C:34]([C:38]([F:40])([F:41])[F:39])[C:33]([O:42][CH3:43])=[CH:32][CH:31]=2)[CH:36]=[CH:37][C:28]=1[F:27]. Procedure: A suspension of N-bromosuccinimide (6.93 g, 1.1 eq), benzoyl peroxide (38 mg) and 2-fluoro-6-methoxy-1-methyl-5-(trifluoromethyl)naphthalene (9.14 g, 35.39 mmol) in carbontetrachloride (160 mL) was heated to reflux with stirring under a dry nitrogen atmosphere for 1.5 hours. The reaction mixture was cooled to room temperature and filtered. The solid was washed with carbon tetrachloride (3×30 mL). The solvent was removed from the combined CCl4 phases to provide the product as a white solid in qua... The reactants are [Br-], CC(C)(C)OC(=O)N1C(C=O)COC1(C)C, CC[Mg+], C1CCOC1, O. Yields the product CCC(O)C1COC(C)(C)N1C(=O)OC(C)(C)C. As a reaction SMILES: [Br-:17].[C:1]([CH3:2])([CH3:3])([CH3:4])[O:5][C:6](=[O:7])[N:8]1[C:9]([CH3:15])([CH3:16])[O:10][CH2:11][CH:12]1[CH:13]=[O:14].[CH2:18]([CH3:19])[Mg+:20].[CH2:22]1[O:23][CH2:24][CH2:25][CH2:26]1.[OH2:21]>>[C:1]([CH3:2])([CH3:3])([CH3:4])[O:5][C:6](=[O:7])[N:8]1[C:9]([CH3:15])([CH3:16])[O:10][CH2:11][CH:12]1[CH:13]([OH:14])[CH2:18][CH3:19]. The reactants are Cl (hydrochloric acid), C(=O)C=1C=CC2=C(C(OCC3=C(S2)C=CC(=C3)C)=O)C1OC (3-Formyl-4-methoxy-9-methyl-7H-dibenz[c,f][1,5]oxathiocin-5-one), C(C(C)C)(=O)[Mg]Br (isobutyryl-magnesium bromide). Run in C(Cl)Cl (methylene chloride), O1CCCC1 (tetrahydrofuran), O1CCCC1 (tetrahydrofuran). Reaction conditions: temperature 25 celsius, time 1 hour. Yields the product OC(CC(C)C)C=1C=CC2=C(C(OCC3=C(S2)C=CC(=C3)C)=O)C1OC (3-(1-Hydroxy-3-methylbutyl)-4-methoxy-9-methyl-7H-dibenz[c,f][1,5]oxathiocin-5-one). Reaction SMILES: [CH:1]([C:3]1[CH:4]=[CH:5][C:6]2[S:13][C:12]3[CH:14]=[CH:15][C:16]([CH3:18])=[CH:17][C:11]=3[CH2:10][O:9][C:8](=[O:19])[C:7]=2[C:20]=1[O:21][CH3:22])=[O:2].[C:23]([Mg]Br)(=O)[CH:24]([CH3:26])[CH3:25].Cl>O1CCCC1.C(Cl)Cl>[OH:2][CH:1]([C:3]1[CH:4]=[CH:5][C:6]2[S:13][C:12]3[CH:14]=[CH:15][C:16]([CH3:18])=[CH:17][C:11]=3[CH2:10][O:9][C:8](=[O:19])[C:7]=2[C:20]=1[O:21][CH3:22])[CH2:23][CH:24]([CH3:26])[CH3:25]. Procedure: 660 mg (2.1 mmol) of the compound from Example I in 10 ml of absolute tetrahydrofuran are treated under argon at 0° C. with 1.2 ml (2.3 mmol) of a 2M isobutyryl-magnesium bromide solution in tetrahydrofuran and the mixture is stirred at 25° C. for 1 h. After addition of 2 ml of 1N hydrochloric acid, the mixture is diluted with methylene chloride, washed with water, dried and evaporated. After chromatographic purification on silica gel Si60 (petroleum ether/ethyl acetate 5:1), 121 mg (15% of theo... Reactants: O1C(=CC=C1)C=1OC(=C(N1)COC1=CC=C(C=O)C=C1)C (4-[[2-(2-furyl)-5-methyl-4-oxazolyl]methoxy]benzaldehyde), O1CCCC1 (tetrahydrofuran), CO (methanol), [BH4-].[Na+] (sodium borohydride). Solvent: O (water). Conditions: time 1 hour. Yields the product O1C(=CC=C1)C=1OC(=C(N1)COC1=CC=C(C=C1)CO)C ([4-[[2-(2-furyl)-5-methyl-4-oxazolyl]methoxy]phenyl]methanol). The yield is 90.9%. Reaction SMILES: [O:1]1[CH:5]=[CH:4][CH:3]=[C:2]1[C:6]1[O:7][C:8]([CH3:21])=[C:9]([CH2:11][O:12][C:13]2[CH:20]=[CH:19][C:16]([CH:17]=[O:18])=[CH:15][CH:14]=2)[N:10]=1.O1CCCC1.CO.[BH4-].[Na+]>O>[O:1]1[CH:5]=[CH:4][CH:3]=[C:2]1[C:6]1[O:7][C:8]([CH3:21])=[C:9]([CH2:11][O:12][C:13]2[CH:20]=[CH:19][C:16]([CH2:17][OH:18])=[CH:15][CH:14]=2)[N:10]=1 |f:3.4|. Reported procedure: To a mixture of 4-[[2-(2-furyl)-5-methyl-4-oxazolyl]methoxy]benzaldehyde (37.8 g), tetrahydrofuran (140 ml) and methanol (60 mL) was added sodium borohydride (2.53 g) under ice-cooling, and the mixture was stirred at room temperature for 1 hr. The reaction mixture was poured into iced water, and the precipitated solid was collected by filtration, and dried with air to give crystals (34.6 g, 91%) of [4-[[2-(2-furyl)-5-methyl-4-oxazolyl]methoxy]phenyl]methanol. Recrystallization from ethyl acetate... Reactants: B(Br)(Br)Br (boron tribromide), COC1=CC=C(C=C1)C1=NSC(=C1C)N (3-(4-methoxy-phenyl)-4-methylisothiazol-5-ylamine). The solvent is ClCCl (dichloromethane). Yields the product NC1=C(C(=NS1)C1=CC=C(C=C1)O)C (4-(5-Amino-4-methylisothiazol-3-yl)phenol). Isolated yield 106.8%. Reaction SMILES: B(Br)(Br)Br.C[O:6][C:7]1[CH:12]=[CH:11][C:10]([C:13]2[C:17]([CH3:18])=[C:16]([NH2:19])[S:15][N:14]=2)=[CH:9][CH:8]=1>ClCCl>[NH2:19][C:16]1[S:15][N:14]=[C:13]([C:10]2[CH:11]=[CH:12][C:7]([OH:6])=[CH:8][CH:9]=2)[C:17]=1[CH3:18]. Procedure details: Add boron tribromide (0.227 g, 0.909 mmol) to a solution of 3-(4-methoxy-phenyl)-4-methylisothiazol-5-ylamine (0.100 g, 0.455 mmol) in dichloromethane (5 mL) at −20° C. Stir and allow to warm to room temperature. Stir 4 h and quench with 1 N HCl. Extract with EtOAc (2 times 50 mL). Dry (MgSO4) and evaporate. The product is used for the next step without further purification. Yield: 106.8% ES-MS: m/e 207.0 (m+1).